This data is from the Open Reaction Database (ORD), a public repository of structured organic reaction records. The task is: describe an organic reaction: reactants, conditions, products, and yield The reactants are C(CCC)N(C(CSCCCCCOC1=CC=C(C=C1)[C@@H]1[C@@H]2C=3C=CC(=CC3CC[C@H]2[C@@H]2CCC([C@@]2(C)C1)=O)O)=O)C (N-butyl-(5-(4-(3-hydroxy-17-oxo-estra-1,3,5(10)-trien-11beta-yl)-phenoxy)-pentylthio)-N-methyl acetamide). Reaction SMILES: [CH2:1]([N:5]([CH3:42])[C:6](=[O:41])[CH2:7][S:8][CH2:9][CH2:10][CH2:11][CH2:12][CH2:13][O:14][C:15]1[CH:20]=[CH:19][C:18]([C@H:21]2[CH2:38][C@@:36]3([CH3:37])[C@@H:32]([CH2:33][CH2:34][C:35]3=[O:39])[C@H:31]3[C@H:22]2[C:23]2[CH:24]=[CH:25][C:26]([OH:40])=[CH:27][C:28]=2[CH2:29][CH2:30]3)=[CH:17][CH:16]=1)[CH2:2][CH2:3][CH3:4]>CO>[CH2:1]([N:5]([CH3:42])[C:6](=[O:41])[CH2:7][S:8][CH2:9][CH2:10][CH2:11][CH2:12][CH2:13][O:14][C:15]1[CH:20]=[CH:19][C:18]([C@H:21]2[CH2:38][C@@:36]3([CH3:37])[C@@H:32]([CH2:33][CH2:34][C@@H:35]3[OH:39])[C@H:31]3[C@H:22]2[C:23]2[CH:24]=[CH:25][C:26]([OH:40])=[CH:27][C:28]=2[CH2:29][CH2:30]3)=[CH:17][CH:16]=1)[CH2:2][CH2:3][CH3:4]. Product: C(CCC)N(C(CSCCCCCOC1=CC=C(C=C1)[C@@H]1[C@@H]2C=3C=CC(=CC3CC[C@H]2[C@@H]2CC[C@@H]([C@@]2(C)C1)O)O)=O)C (N-butyl-(5-(4-(3,17beta-dihydroxy-estra-1,3,5(10)-trien-11beta-yl)-phenoxy)-pentylthio)-N-methyl acetamide). Procedure details: One reduces the N-butyl-(5-(4-(3-hydroxy-17-oxo-estra-1,3,5(10)-trien-11beta-yl)-phenoxy)-pentylthio)-N-methyl acetamide obtained in Example 76 using sodium borohydride in methanol. In this way one obtains the expected product. [alpha]D =-32.5° (c=0.1% CHCl3). The solvent is CO (methanol). Starting materials: FC=1C=C(OC2=NC(=C(C(=N2)OC)S(=O)(=O)C(F)(F)F)C2=C(C=C(C=C2)Cl)Cl)C=CC1F (2-(3,4-difluorophenoxy)-4-methoxy-5-trifluoromethansulfonyl-6-[2,4-dichlorophenyl]pyrimidine), COC=1C=C(C=CC1)B(O)O (3-methoxybenzeneboronic acid). Product: FC=1C=C(OC2=NC(=C(C(=N2)OC)C2=CC(=CC=C2)OC)C2=C(C=C(C=C2)Cl)Cl)C=CC1F (2-(3,4-Difluorophenoxy)-4-methoxy-5-(3-methoxyphenyl)-6-[2,4-dichlorophenyl]pyrimidine). RXN SMILES: [F:1][C:2]1[CH:3]=[C:4]([CH:29]=[CH:30][C:31]=1[F:32])[O:5][C:6]1[N:11]=[C:10]([O:12][CH3:13])[C:9](S(C(F)(F)F)(=O)=O)=[C:8]([C:21]2[CH:26]=[CH:25][C:24]([Cl:27])=[CH:23][C:22]=2[Cl:28])[N:7]=1.[CH3:33][O:34][C:35]1[CH:36]=[C:37](B(O)O)[CH:38]=[CH:39][CH:40]=1>>[F:1][C:2]1[CH:3]=[C:4]([CH:29]=[CH:30][C:31]=1[F:32])[O:5][C:6]1[N:11]=[C:10]([O:12][CH3:13])[C:9]([C:39]2[CH:38]=[CH:37][CH:36]=[C:35]([O:34][CH3:33])[CH:40]=2)=[C:8]([C:21]2[CH:26]=[CH:25][C:24]([Cl:27])=[CH:23][C:22]=2[Cl:28])[N:7]=1. Procedure details: This derivative was prepared by the method described in Example 132 using 2-(3,4-difluorophenoxy)-4-methoxy-5-trifluoromethansulfonyl-6-[2,4-dichlorophenyl]pyrimidine (53 mg, 0.1 mmol) as described in Reference Example 17 and 3-methoxybenzeneboronic acid (Lancaster, 16 mg, 0.1 mmol). HPLC Rt=4.63 min. 1H-NMR 500 MHz (CDCl3): 3.77 (s, 3H), 4.12 (s, 3H), 6.51 (m, 1H), 6.72 (m, 2H), 6.75 (m, 1H), 6.90 (dd, J=8 Hz, J=2 Hz, 1H), 7.07 (q, J=9 Hz, 1H), 7.25 (t, J=4 Hz, 1H), 7.43 (d, J=2 Hz, 2H), 7.49 (... Conditions: time 1 hour. Reactants: C=O (formaline), C[O-].[Na+] (Sodium methoxide), C[C@@]12C(CC[C@H]1[C@@H]1CCC3=CC(C=C[C@]3(C)C1=CC2)=O)=O (androst-1,4,9(11)-triene-3,17-dione), 16-oxalate, COC(C(=O)OC)=O (dimethyloxalate). Reported procedure: Sodium methoxide in methanol (25%, 6.85 ml) is added dropwise to a mixture of androst-1,4,9(11)-triene-3,17-dione (IB, 7.05 g) in THF (80 ml) and methylene chloride (8 ml) containing dimethyloxalate (4.38 g) previously cooled to 4°. After one hour at 4°, the preparation of the 16-oxalate salt is complete and the following reagents were added sequentially: acetic acid (0.5 ml), triethylamine (2.6 ml), methanol (10 ml), and aqueous formaline (37%, 2.8 ml). The reaction mixture was warmed to 20°-25... Yields the product C=C1C([C@]2(C)[C@@H](C1)[C@@H]1CCC3=CC(C=C[C@]3(C)C1=CC2)=O)=O (16-Methyleneandrosta-1,4,9(11)-triene-3,17-dione). The solvent is O (water), C(C)(=O)O (acetic acid), CO (methanol), C1CCOC1 (THF), C(Cl)Cl (methylene chloride), C(C)N(CC)CC (triethylamine), CO (methanol). RXN SMILES: C[O-].[Na+].[CH3:4][C@:5]12[CH2:22][CH:21]=[C:20]3[C@@H:10]([CH2:11][CH2:12][C:13]4[C@:18]3([CH3:19])[CH:17]=[CH:16][C:15](=[O:23])[CH:14]=4)[C@@H:9]1[CH2:8][CH2:7][C:6]2=[O:24].[CH3:25]OC(=O)C(OC)=O.C=O>CO.C1COCC1.C(Cl)Cl.O.C(N(CC)CC)C.C(O)(=O)C>[CH2:25]=[C:7]1[CH2:8][C@H:9]2[C@H:10]3[C:20](=[CH:21][CH2:22][C@:5]2([CH3:4])[C:6]1=[O:24])[C@:18]1([CH3:19])[C:13](=[CH:14][C:15](=[O:23])[CH:16]=[CH:17]1)[CH2:12][CH2:11]3 |f:0.1|. Reactants: [OH-].[Tl+] (thallium(I) hydroxide), 1F, FC1=CC=C(/C=C/B(O)O)C=C1 ((E)-4-fluorostyrylboronic acid), BrC1=NC=CC(=C1)Br (2,4-dibromopyridine). The reagents and catalysts are C=1C=CC(=CC1)[P](C=2C=CC=CC2)(C=3C=CC=CC3)[Pd]([P](C=4C=CC=CC4)(C=5C=CC=CC5)C=6C=CC=CC6)([P](C=7C=CC=CC7)(C=8C=CC=CC8)C=9C=CC=CC9)[P](C=1C=CC=CC1)(C=1C=CC=CC1)C=1C=CC=CC1 (Pd(Ph3P)4). Solvent: ClCCl (dichloromethane), O1CCCC1 (tetrahydrofuran), O (water). Run at time 3 hour. The product is BrC1=CC(=NC=C1)\C=C\C1=CC=C(C=C1)F ((E)-4-Bromo-2-(4-fluorostyryl)pyridine). As a reaction SMILES: [F:1][C:2]1[CH:12]=[CH:11][C:5](/[CH:6]=[CH:7]/B(O)O)=[CH:4][CH:3]=1.Br[C:14]1[CH:19]=[C:18]([Br:20])[CH:17]=[CH:16][N:15]=1.[OH-].[Tl+]>O1CCCC1.O.ClCCl.C1C=CC([P]([Pd]([P](C2C=CC=CC=2)(C2C=CC=CC=2)C2C=CC=CC=2)([P](C2C=CC=CC=2)(C2C=CC=CC=2)C2C=CC=CC=2)[P](C2C=CC=CC=2)(C2C=CC=CC=2)C2C=CC=CC=2)(C2C=CC=CC=2)C2C=CC=CC=2)=CC=1>[Br:20][C:18]1[CH:17]=[CH:16][N:15]=[C:14](/[CH:7]=[CH:6]/[C:5]2[CH:11]=[CH:12][C:2]([F:1])=[CH:3][CH:4]=2)[CH:19]=1 |f:2.3,^1:35,37,56,75|. Procedure: A solution of (E)-4-fluorostyrylboronic acid (5 g, 30.1 mmol) and 2,4-dibromopyridine (6.49 g, 27.4 mmol) in tetrahydrofuran (150 mL) was purged with nitrogen for 20 min. To this was added Pd(Ph3P)4 (2.37 g, 2.05 mmol) and a 10% w/w solution of thallium(I) hydroxide (137 g, 62 mmol) in water. The reaction was stirred under nitrogen at room temperature. After 3 h, the gray suspension was diluted with dichloromethane and filtered through celite. The organics were washed with water, dried over magn...